describe an organic reaction: reactants, conditions, products, and yield From a dataset of the Open Reaction Database (ORD), a public repository of structured organic reaction records. Starting materials: N#Cc1ccc(CCOC(c2ccccc2)(c2ccccc2)c2ccccc2)c[n+]1[O-], C[Si](C)(C)C#N. The product is N#Cc1ccc(CCOC(c2ccccc2)(c2ccccc2)c2ccccc2)cn1. As a reaction SMILES: [C:1](#[N:2])[c:3]1[n+:4]([O-:31])[cH:5][c:6]([CH2:9][CH2:10][O:11][C:12]([c:13]2[cH:14][cH:15][cH:16][cH:17][cH:18]2)([c:19]2[cH:20][cH:21][cH:22][cH:23][cH:24]2)[c:25]2[cH:26][cH:27][cH:28][cH:29][cH:30]2)[cH:7][cH:8]1.[CH3:32][Si:33]([C:34]#[N:35])([CH3:36])[CH3:37]>>[C:1](#[N:2])[c:3]1[n:4][cH:5][c:6]([CH2:9][CH2:10][O:11][C:12]([c:13]2[cH:14][cH:15][cH:16][cH:17][cH:18]2)([c:19]2[cH:20][cH:21][cH:22][cH:23][cH:24]2)[c:25]2[cH:26][cH:27][cH:28][cH:29][cH:30]2)[cH:7][cH:8]1. The reactants are CC(=O)OC(C)(C)C, O=C(CCc1cccc(OCc2ccccc2)c1)C1CCCC1, C1CCOC1, CC(=O)O, [Li]CCCC, CC(C)NC(C)C. Yields the product CC(C)(C)OC(=O)CC(O)(CCc1cccc(OCc2ccccc2)c1)C1CCCC1. RXN SMILES: [C:13]([CH3:14])(=[O:15])[O:16][C:17]([CH3:18])([CH3:19])[CH3:20].[CH2:21]([c:22]1[cH:23][cH:24][cH:25][cH:26][cH:27]1)[O:28][c:29]1[cH:30][c:31]([CH2:35][CH2:36][C:37](=[O:38])[CH:39]2[CH2:40][CH2:41][CH2:42][CH2:43]2)[cH:32][cH:33][cH:34]1.[CH2:44]1[O:45][CH2:46][CH2:47][CH2:48]1.[CH3:49][C:50](=[O:51])[OH:52].[CH3:8][CH2:9][CH2:10][CH2:11][Li:12].[CH:1]([NH:2][CH:3]([CH3:4])[CH3:5])([CH3:6])[CH3:7]>>[C:13]([CH2:14][C:37]([CH2:36][CH2:35][c:31]1[cH:30][c:29]([O:28][CH2:21][c:22]2[cH:23][cH:24][cH:25][cH:26][cH:27]2)[cH:34][cH:33][cH:32]1)([OH:38])[CH:39]1[CH2:40][CH2:41][CH2:42][CH2:43]1)(=[O:15])[O:16][C:17]([CH3:18])([CH3:19])[CH3:20].